From a dataset of the Open Reaction Database (ORD), a public repository of structured organic reaction records. describe an organic reaction: reactants, conditions, products, and yield The reactants are CN(S(=O)(=O)N1C(=NC=C1CC1=CC(=C(C=C1)C)[N+](=O)[O-])[Si](C)(C)C(C)(C)C)C (2-(tert-Butyl-dimethyl-silyl)-5-(4-methyl-3-nitro-benzyl)-imidazole-1-sulfonic acid dimethylamide), C (charcoal). Run in C(C)(=O)OCC (ethyl acetate). Procedure details: 2-(tert-Butyl-dimethyl-silyl)-5-(4-methyl-3-nitro-benzyl)-imidazole-1-sulfonic acid dimethylamide (2.32 g) was dissolved in 125 ml of ethyl acetate and 0.50 g of 10% palladium over charcoal (Pd/C) was added. The reaction mixture was hydrogenated on a Parr shaker at 44 lb/in2 for 14 hr. The catalyst was removed by filtration and the solvent was evaporated. The residue was purified by silica gel chromatography eluting with ethyl acetate:hexane (1:3), giving 1.05 g of 5-(3-amino-4-methyl-benzyl)-2-... Reaction SMILES: [CH3:1][N:2]([CH3:29])[S:3]([N:6]1[C:10]([CH2:11][C:12]2[CH:17]=[CH:16][C:15]([CH3:18])=[C:14]([N+:19]([O-])=O)[CH:13]=2)=[CH:9][N:8]=[C:7]1[Si:22]([C:25]([CH3:28])([CH3:27])[CH3:26])([CH3:24])[CH3:23])(=[O:5])=[O:4].C>C(OCC)(=O)C.[Pd]>[CH3:29][N:2]([CH3:1])[S:3]([N:6]1[C:10]([CH2:11][C:12]2[CH:17]=[CH:16][C:15]([CH3:18])=[C:14]([NH2:19])[CH:13]=2)=[CH:9][N:8]=[C:7]1[Si:22]([C:25]([CH3:27])([CH3:26])[CH3:28])([CH3:23])[CH3:24])(=[O:4])=[O:5]. The reagents and catalysts are [Pd] (palladium). The product is CN(S(=O)(=O)N1C(=NC=C1CC1=CC(=C(C=C1)C)N)[Si](C)(C)C(C)(C)C)C (5-(3-amino-4-methyl-benzyl)-2-(tert-butyl-dimethyl-silyl)-imidazole-1-sulfonic acid dimethylamide). Run at time 14 hour. Isolated yield 48.6%.